Dataset: the Open Reaction Database (ORD), a public repository of structured organic reaction records. Task: describe an organic reaction: reactants, conditions, products, and yield Starting materials: C(CCC)N1C(=NC(=C1)C1=CC=CC=C1)C1=CC=CC=C1 (1-Butyl-2,4-diphenylimidazole), C(C)(=O)O (acetic acid). The solvent is C=O (formalin). Product: C(CCC)N1C(=NC(=C1CO)C1=CC=CC=C1)C1=CC=CC=C1 (1-Butyl-2,4-diphenyl-5-hydroxymethylimidazole). Reaction SMILES: [CH2:1]([N:5]1[CH:9]=[C:8]([C:10]2[CH:15]=[CH:14][CH:13]=[CH:12][CH:11]=2)[N:7]=[C:6]1[C:16]1[CH:21]=[CH:20][CH:19]=[CH:18][CH:17]=1)[CH2:2][CH2:3][CH3:4].[C:22](O)(=[O:24])C>C=O>[CH2:1]([N:5]1[C:9]([CH2:22][OH:24])=[C:8]([C:10]2[CH:11]=[CH:12][CH:13]=[CH:14][CH:15]=2)[N:7]=[C:6]1[C:16]1[CH:21]=[CH:20][CH:19]=[CH:18][CH:17]=1)[CH2:2][CH2:3][CH3:4]. Procedure: 1-Butyl-2,4-diphenylimidazole (3 g) is dissolved in 50 ml of acetic acid with 50 ml of 37% aqueous formalin solution. The mixture is heated at reflux for 48 h, cooled and the solvents evaporated. The residue is triturated with ether and filtered. The filtrate is concentrated and partitioned between ethyl acetate (100 mL) and 5% aqueous acetic acid (100 mL). The aqueous layer is extracted with ethyl acetate (100 mL). The combined organic extracts are washed with 1N NaOH solution, brine, dried ove... Starting materials: ClC=1C(=NC=NC1Cl)N (5,6-dichloropyrimidin-4-amine), NCC1CCN(CC1)C(=O)OC(C)(C)C (tert-butyl 4-(aminomethyl)piperidine-1-carboxylate), COC=1C=C(C=C(C1OC)OC)B(O)O ((3,4,5-trimethoxyphenyl)boronic acid), C(C=C)(=O)Cl (acryloyl chloride). Yields the product NC1=C(C(=NC=N1)NCC1CCN(CC1)C(C=C)=O)C1=CC(=C(C(=C1)OC)OC)OC (1-(4-(((6-amino-5-(3,4,5-trimethoxyphenyl)pyrimidin-4-yl)amino)methyl)piperidin-1-yl)prop-2-en-1-one). Reaction SMILES: Cl[C:2]1[C:3]([NH2:9])=[N:4][CH:5]=[N:6][C:7]=1Cl.[NH2:10][CH2:11][CH:12]1[CH2:17][CH2:16][N:15]([C:18]([O:20]C(C)(C)C)=O)[CH2:14][CH2:13]1.[CH3:25][O:26][C:27]1[CH:28]=[C:29](B(O)O)[CH:30]=[C:31]([O:35][CH3:36])[C:32]=1[O:33][CH3:34].[C:40](Cl)(=O)[CH:41]=C>>[NH2:9][C:3]1[N:4]=[CH:5][N:6]=[C:7]([NH:10][CH2:11][CH:12]2[CH2:13][CH2:14][N:15]([C:18](=[O:20])[CH:40]=[CH2:41])[CH2:16][CH2:17]2)[C:2]=1[C:29]1[CH:28]=[C:27]([O:26][CH3:25])[C:32]([O:33][CH3:34])=[C:31]([O:35][CH3:36])[CH:30]=1. Procedure details: 1-(4-(((6-amino-5-(3,4,5-trimethoxyphenyl)pyrimidin-4-yl)amino)methyl)piperidin-1-yl)prop-2-en-1-one was prepared from 5,6-dichloropyrimidin-4-amine, tert-butyl 4-(aminomethyl)piperidine-1-carboxylate, (3,4,5-trimethoxyphenyl)boronic acid, and acryloyl chloride in four steps according to general scheme 2, using methods I, C, D and G. MS: m/z=428 [M+H]+. 1H-NMR (400 MHz, DMSO-d6): δ 8.34 (s, 1H), 7.17 (s, 1H), 6.99 (s, 2H), 6.79 (dd, 1H), 6.57 (s, 2H), 6.07 (dd, 1H), 5.65 (dd, 1H), 4.37 (d, 1H), ...